Task: describe an organic reaction: reactants, conditions, products, and yield. Dataset: the Open Reaction Database (ORD), a public repository of structured organic reaction records The reactants are ClC1=CC=C(C=C1)C=1N=C2N(C=CC=C2)C1CC1=NN=C(N1)C1=NC=CC=C1 (2-(4-chlorophenyl)-3-((5-(pyridin-2-yl)-4H-1,2,4-triazol-3-yl)methyl)imidazo[1,2-a]pyridine), ClC1=CC=C(C=C1)C=1N=C2N(C=CC=C2)C1CC(=O)NN (2-(2-(4-chlorophenyl)imidazo[1,2-a]pyridin-3-yl)acetohydrazide), Cl.C(C(C)C)(N)=N (isobutyrimidamide hydrochloride). Product: ClC1=CC=C(C=C1)C=1N=C2N(C=CC=C2)C1CC1=NN=C(N1)C(C)C (2-(4-chlorophenyl)-3-((5-isopropyl-4H-1,2,4-triazol-3-yl)methyl)imidazo[1,2-a]pyridine). Reaction SMILES: [Cl:1][C:2]1[CH:7]=[CH:6][C:5]([C:8]2[N:9]=[C:10]3[CH:15]=[CH:14][CH:13]=[CH:12][N:11]3[C:16]=2[CH2:17][C:18]2[NH:22][C:21]([C:23]3[CH:28]=CC=CN=3)=[N:20][N:19]=2)=[CH:4][CH:3]=1.Cl[C:30]1C=CC(C2N=C3C=CC=CN3C=2CC(NN)=O)=CC=1.Cl.C(=N)(N)C(C)C>>[Cl:1][C:2]1[CH:3]=[CH:4][C:5]([C:8]2[N:9]=[C:10]3[CH:15]=[CH:14][CH:13]=[CH:12][N:11]3[C:16]=2[CH2:17][C:18]2[NH:22][C:21]([CH:23]([CH3:30])[CH3:28])=[N:20][N:19]=2)=[CH:6][CH:7]=1 |f:2.3|. Reported procedure: The title compound was prepared according to the experimental described for compound 230 from 2-(2-(4-chlorophenyl)imidazo[1,2-a]pyridin-3-yl)acetohydrazide and isobutyrimidamide hydrochloride. M/e+ 352 for C19H19ClN5 (M+H)+; 1H-NMR (400 MHz, CDCl3) δ 8.05 (m, 1H), 7.61 (d, J=8.4 Hz, 2H), 7.27 (m, 4H), 7.04 (t, J=7.3 Hz, 1H), 6.75 (t, J=6.6 Hz, 1H), 4.42 (s, 2H), 3.12 (m, 1H), 1.39 (s, 3H), 1.37 (s, 3H) ppm. Starting materials: C(C1=CC=CC=C1)N1CC2C(CCC(C2C1)(O)C1=C(C=CC=C1)OC)(C)CO ((3aRS,4RS,7SR,7aRS)-2-benzyl-7-(hydroxymethyl)-4-(2-methoxyphenyl)-7-methyl-4-perhydroisoindolol). Reagents/catalysts: [OH-].[OH-].[Pd+2] (palladium hydroxide on charcoal). The solvent is C(C)O (ethanol). Conditions: temperature 50 celsius. The product is OCC1(CCC(C2CNCC12)(O)C1=C(C=CC=C1)OC)C ((3aRS,4RS,7SR,7aRS)-7-(hydroxymethyl)-4-(2-methoxyphenyl)-7-methyl-4-perhydroisoindolol). The yield is 56.1%. RXN SMILES: C([N:8]1[CH2:16][CH:15]2[CH:10]([C:11]([CH2:27][OH:28])([CH3:26])[CH2:12][CH2:13][C:14]2([C:18]2[CH:23]=[CH:22][CH:21]=[CH:20][C:19]=2[O:24][CH3:25])[OH:17])[CH2:9]1)C1C=CC=CC=1>[OH-].[OH-].[Pd+2].C(O)C>[OH:28][CH2:27][C:11]1([CH3:26])[CH:10]2[CH:15]([CH2:16][NH:8][CH2:9]2)[C:14]([C:18]2[CH:23]=[CH:22][CH:21]=[CH:20][C:19]=2[O:24][CH3:25])([OH:17])[CH2:13][CH2:12]1 |f:1.2.3|. Reported procedure: A mixture of 3.5 g of (3aRS,4RS,7SR,7aRS)-2-benzyl-7-(hydroxymethyl)-4-(2-methoxyphenyl)-7-methyl-4-perhydroisoindolol, 2.0 g of 20% palladium hydroxide on charcoal and 75 cm3 of ethanol is heated to 50° C. After sparging with hydrogen for two hours, the reaction mixture is cooled to room temperature and flushed with a stream of nitrogen, filtered and concentrated under reduced pressure (2.7 kPa). 1.5 g of (3aRS,4RS,7SR,7aRS)-7-(hydroxymethyl)-4-(2-methoxyphenyl)-7-methyl-4-perhydroisoindolol ar... Reactants: CC1=CC=C(S1)CCN (2-(5-methyl-thiophen-2-yl)-ethylamine), FC(C1=CC=C(CCC(=O)O)C=C1)(F)F (4-(trifluoromethyl)hydrocinnamic acid), CN(C)C(=[N+](C)C)ON1C2=C(C=CC=C2)N=N1.[B-](F)(F)(F)F (TBTU), C(C)N(C(C)C)C(C)C (N-ethyldiisopropylamine). Solvent: CN(C)C=O (DMF), CN(C)C=O (DMF). Reaction conditions: time 1 hour. The product is CC1=CC=C(S1)CCNC(CCC1=CC=C(C=C1)C(F)(F)F)=O (N-[2-(5-Methyl-thiophen-2-yl)-ethyl]-3-(4-trifluoromethyl-phenyl)-propionamide). The yield is 84.5%. Reaction SMILES: [F:1][C:2]([F:15])([F:14])[C:3]1[CH:13]=[CH:12][C:6]([CH2:7][CH2:8][C:9]([OH:11])=O)=[CH:5][CH:4]=1.CN(C(ON1N=NC2C=CC=CC1=2)=[N+](C)C)C.[B-](F)(F)(F)F.C(N(C(C)C)C(C)C)C.[CH3:47][C:48]1[S:52][C:51]([CH2:53][CH2:54][NH2:55])=[CH:50][CH:49]=1>CN(C=O)C>[CH3:47][C:48]1[S:52][C:51]([CH2:53][CH2:54][NH:55][C:9](=[O:11])[CH2:8][CH2:7][C:6]2[CH:5]=[CH:4][C:3]([C:2]([F:1])([F:15])[F:14])=[CH:13][CH:12]=2)=[CH:50][CH:49]=1 |f:1.2|. Procedure details: To a solution of 3 g (13 mmol) 4-(trifluoromethyl)hydrocinnamic acid (commercially available) in 30 mL DMF under argon were added 4.7 g (14.37 mmol) TBTU and 11.2 mL (65.3 mmol) N-ethyldiisopropylamine. A solution of 1.85 g (13 mmol) 2-(5-methyl-thiophen-2-yl)-ethylamine in 5 mL DMF was added drop wise over a period of 2 minutes. The mixture was stirred at room temperature for 1 h. The solvent was removed in vacuo and the residue was dissolved in ethyl acetate. The solution was washed with water... Reactants: C[Si](C)(C)[N-][Si](C)(C)C.[Li+] (lithium bis(trimethylsilyl)amide), C(C)(=O)Cl (acetyl chloride), C(C1=CC=CC=C1)OC1=CC=C(C=C1)C1=NC2=C(N1C1CCCCC1)C=CC(=C2)S(=O)(=O)N (2-[4-(Benzyloxy)phenyl]-1-cyclohexyl-1H-benzimidazole-5-sulfonamide), C[Si](C)(C)[N-][Si](C)(C)C.[Li+] (lithium bis(trimethylsilyl)amide), C(C)(=O)Cl (Acetyl chloride). Run in CN(C=O)C (N,N-dimethylformamide). Run at time 1.5 hour. Yields the product C(C)(=O)NS(=O)(=O)C1=CC2=C(N(C(=N2)C2=CC=C(C=C2)OCC2=CC=CC=C2)C2CCCCC2)C=C1 (N-acetyl-2-[4-(Benzyloxy)phenyl]-1-cyclohexyl-1H-benzimidazol-5-sulfonamide). The yield is 23.8%. Reaction SMILES: [CH2:1]([O:8][C:9]1[CH:14]=[CH:13][C:12]([C:15]2[N:19]([CH:20]3[CH2:25][CH2:24][CH2:23][CH2:22][CH2:21]3)[C:18]3[CH:26]=[CH:27][C:28]([S:30]([NH2:33])(=[O:32])=[O:31])=[CH:29][C:17]=3[N:16]=2)=[CH:11][CH:10]=1)[C:2]1[CH:7]=[CH:6][CH:5]=[CH:4][CH:3]=1.C[Si]([N-][Si](C)(C)C)(C)C.[Li+].[C:44](Cl)(=[O:46])[CH3:45]>CN(C)C=O>[C:44]([NH:33][S:30]([C:28]1[CH:27]=[CH:26][C:18]2[N:19]([CH:20]3[CH2:21][CH2:22][CH2:23][CH2:24][CH2:25]3)[C:15]([C:12]3[CH:11]=[CH:10][C:9]([O:8][CH2:1][C:2]4[CH:7]=[CH:6][CH:5]=[CH:4][CH:3]=4)=[CH:14][CH:13]=3)=[N:16][C:17]=2[CH:29]=1)(=[O:32])=[O:31])(=[O:46])[CH3:45] |f:1.2|. Procedure details: A solution of intermediate 69 (0.023 g, 0.05 mmol) in N,N-dimethylformamide (0.200 mL) and lithium bis(trimethylsilyl)amide (1.0 M solution in tetrahydrofuran) (0.050 ml, 0.05 mmol) was cooled to 0° C. Acetyl chloride (0.005 ml, 0.06 mmol) was added. The reaction mixture was stirred at rt for 1.5 h. At this time, more lithium bis(trimethylsilyl)amide solution (0.050 ml, 0.05 mmol) and acetyl chloride (0.010 ml, 0.014 mmol) were added. The reaction was stirred at rt overnight and concentrated. Th... Reactants: NC=1SC(=CN1)C(=O)OC(C)C (isopropyl 2-aminothiazole-5-formate), ClC1=CC(=NC(=N1)C)N1CCN(CC1)CCO (2-(4-(6-chloro-2-methylpyrimidin-4-yl)piperazin-1-yl)ethanol). The product is OCCN1CCN(CC1)C1=CC(=NC(=N1)C)NC=1SC(=CN1)C(=O)OC(C)C (isopropyl 2-(6-(4-(2-hydroxyethyl)piperazin-1-yl)-2-methylpyrimidin-4-ylamino)thiazole-5-formate). Isolated yield 65.2%. As a reaction SMILES: [NH2:1][C:2]1[S:3][C:4]([C:7]([O:9][CH:10]([CH3:12])[CH3:11])=[O:8])=[CH:5][N:6]=1.Cl[C:14]1[N:19]=[C:18]([CH3:20])[N:17]=[C:16]([N:21]2[CH2:26][CH2:25][N:24]([CH2:27][CH2:28][OH:29])[CH2:23][CH2:22]2)[CH:15]=1>>[OH:29][CH2:28][CH2:27][N:24]1[CH2:23][CH2:22][N:21]([C:16]2[N:17]=[C:18]([CH3:20])[N:19]=[C:14]([NH:1][C:2]3[S:3][C:4]([C:7]([O:9][CH:10]([CH3:12])[CH3:11])=[O:8])=[CH:5][N:6]=3)[CH:15]=2)[CH2:26][CH2:25]1. Procedure details: Prepared from isopropyl 2-aminothiazole-5-formate and Compound 4: isopropyl 2-(6-(4-(2-hydroxyethyl)piperazin-1-yl)-2-methylpyrimidin-4-ylamino)thiazole-5-formate was obtained (yield: 65.2%). Reactants: COC(C1=CC=C(C=C1)C=COC)=O (4-(2-Methoxy-vinyl)-benzoic acid methyl ester), Cl (HCl). Solvent: O (water), C1CCOC1 (THF). Reaction conditions: time 2 hour. Product: COC(C1=CC=C(C=C1)CC=O)=O (4-(2-Oxo-ethyl)-benzoic Acid Methyl Ester). Isolated yield 71.1%. RXN SMILES: [CH3:1][O:2][C:3](=[O:14])[C:4]1[CH:9]=[CH:8][C:7]([CH:10]=[CH:11][O:12]C)=[CH:6][CH:5]=1.Cl>C1COCC1.O>[CH3:1][O:2][C:3](=[O:14])[C:4]1[CH:9]=[CH:8][C:7]([CH2:10][CH:11]=[O:12])=[CH:6][CH:5]=1. Procedure details: To a 0° C. solution of 4-(2-Methoxy-vinyl)-benzoic acid methyl ester (930 mg, 4.84 mmol) in THF (50 mL) is added conc. HCl (7 mL) dropwise. After 2 h, the reaction is diluted with water and the pH is adjusted to 7. The aqueous layer is extracted with Et2O (2×200 mL). The combined organic layers are washed with brine, dried (MgSO4), filtered, concentrated, and chromatographed (0% to 30% EtOAC/Hex) to yield the title compound (613 mg, 71%). 1H NMR (400 MHz, CDCl3) δ 9.77 (t, 1H, J=2.2 Hz), 8.04 (d... Reactants: C=C1CCCCC1 (methylenecyclohexane), [N+](=[N-])=CC(=O)OCC (Ethyl diazoacetate). Reagents/catalysts: [Cu] (copper). Solvent: CC1CCCCC1 (methyl cyclohexane). Conditions: temperature 102.5 celsius, time 12 hour. Yields the product C1(CC12CCCCC2)C(=O)OCC (Ethyl spiro[2.5]octane-1-carboxylate). RXN SMILES: [CH2:1]=[C:2]1[CH2:7][CH2:6][CH2:5][CH2:4][CH2:3]1.[N+](=[CH:10][C:11]([O:13][CH2:14][CH3:15])=[O:12])=[N-]>[Cu].CC1CCCCC1>[CH:10]1([C:11]([O:13][CH2:14][CH3:15])=[O:12])[C:2]2([CH2:7][CH2:6][CH2:5][CH2:4][CH2:3]2)[CH2:1]1. Reported procedure: A 250 mL round-bottom flask was charged with methylenecyclohexane (20.0 g, 0.21 mol, commercially available from Aldrich), copper powder (2.8 g), methyl cyclohexane (50 mL) and heated to 105° C. Ethyl diazoacetate (26 g, 0.23 mol, commercially available from Aldrich) was added dropwise over an 8-hour period while maintaining the temperature between 100-105° C. Upon complete addition, the mixture was heated an additional 2 hours, allowed to cool to ambient temperature and stirred for an additiona... Reactants: CSC1(C)C(=O)Nc2c(C(=O)c3ccccc3)cccc21, C1CCOC1. Yields the product CC1C(=O)Nc2c(C(=O)c3ccccc3)cccc21. RXN SMILES: [C:1]([c:2]1[cH:3][cH:4][cH:5][cH:6][cH:7]1)(=[O:8])[c:9]1[cH:10][cH:11][cH:12][c:13]2[c:17]1[NH:16][C:15](=[O:18])[C:14]2([S:19][CH3:20])[CH3:21].[O:22]1[CH2:23][CH2:24][CH2:25][CH2:26]1>>[C:1]([c:2]1[cH:3][cH:4][cH:5][cH:6][cH:7]1)(=[O:8])[c:9]1[cH:10][cH:11][cH:12][c:13]2[c:17]1[NH:16][C:15](=[O:18])[CH:14]2[CH3:21]. The reactants are N1=C(N)N=C(N)N=C1N (melamine). Run in O (water). Yields the product aldehyde, C(#N)N=C(N)N (dicyandiamide), N1=C(N)N=C(N)N=C1N (melamine). RXN SMILES: [N:1]1[C:8]([NH2:9])=[N:7][C:5]([NH2:6])=[N:4][C:2]=1[NH2:3]>O>[C:8]([N:1]=[C:2]([NH2:4])[NH2:3])#[N:7].[N:1]1[C:8]([NH2:9])=[N:7][C:5]([NH2:6])=[N:4][C:2]=1[NH2:3]. Procedure: A composition of matter which is useful for detackifying paint particles in spray booth water comprising a melamine polymer obtained from a reaction of melamine, aldehyde and dicyandiamide and wherein the molar rations of melamine: aldehyde:dicyandiamide are in the range of (0.25-0.40):(1):(0.2-0.03).